This data is from the Open Reaction Database (ORD), a public repository of structured organic reaction records. The task is: describe an organic reaction: reactants, conditions, products, and yield Starting materials: C(=O)C1=C(C=CC(=C1)OC)B(O)O (2-formyl-4-methoxyphenylboronic acid), bis(di-tert-butyl(4-dimethylaminophenyl)phosphine) dichloropalladium(II), ClC1=NC(=NS1)C (5-chloro-3-methyl-1,2,4-thiadiazole), C(C)(=O)[O-].[K+] (potassium acetate). The solvent is O1CCOCC1 (1,4-dioxane), O (water), O (water). Reaction conditions: temperature 100 celsius, time 20 hour. Yields the product COC=1C=CC(=C(C=O)C1)C1=NC(=NS1)C (5-methoxy-2-(3-methyl-1,2,4-thiadiazol-5-yl)-benzaldehyde). Reaction SMILES: [CH:1]([C:3]1[CH:8]=[C:7]([O:9][CH3:10])[CH:6]=[CH:5][C:4]=1B(O)O)=[O:2].Cl[C:15]1[S:19][N:18]=[C:17]([CH3:20])[N:16]=1.C([O-])(=O)C.[K+]>O1CCOCC1.O>[CH3:10][O:9][C:7]1[CH:6]=[CH:5][C:4]([C:15]2[S:19][N:18]=[C:17]([CH3:20])[N:16]=2)=[C:3]([CH:8]=1)[CH:1]=[O:2] |f:2.3|. Procedure details: In a microwave vial are combined 2-formyl-4-methoxyphenylboronic acid (432 mg, 2.40 mmol), 5-chloro-3-methyl-1,2,4-thiadiazole (270 mg, 2.00 mmol), potassium acetate (390 mg, 4.00 mmol), and bis(di-tert-butyl(4-dimethylaminophenyl)phosphine)-dichloropalladium(II) (283 mg, 0.40 mmol) in 1,4-dioxane (6 mL) and water (0.50 mL). The reaction vial is sealed and stirred at 100° C. for 20 hours. The reaction mixture is cooled to ambient temperature and poured into water and extracted with EtOAc (3×). T... Reactants: COC=1C=C(C=CC1OC)C=1NC2=CC=CC=C2C1CCNC(CC1=CC=C(C=C1)[N+](=O)[O-])=O (N-[2-[2-(3,4-dimethoxy-phenyl)-1H-indol-3-yl]ethyl]-2-(4-nitrophenyl)acetamide), solution, B (borane). The solvent is O1CCCC1 (tetrahydrofuran). Product: COC=1C=C(C=CC1OC)C=1NC2=CC=CC=C2C1CCNCCC1=CC=C(C=C1)[N+](=O)[O-] ([2-[2-(3,4-dimethoxyphenyl)-1H-indol-3-yl]ethyl]-[2-(4-nitrophenyl)ethyl]amine). Isolated yield 90.5%. RXN SMILES: [CH3:1][O:2][C:3]1[CH:4]=[C:5]([C:11]2[NH:12][C:13]3[C:18]([C:19]=2[CH2:20][CH2:21][NH:22][C:23](=O)[CH2:24][C:25]2[CH:30]=[CH:29][C:28]([N+:31]([O-:33])=[O:32])=[CH:27][CH:26]=2)=[CH:17][CH:16]=[CH:15][CH:14]=3)[CH:6]=[CH:7][C:8]=1[O:9][CH3:10].B>O1CCCC1>[CH3:1][O:2][C:3]1[CH:4]=[C:5]([C:11]2[NH:12][C:13]3[C:18]([C:19]=2[CH2:20][CH2:21][NH:22][CH2:23][CH2:24][C:25]2[CH:30]=[CH:29][C:28]([N+:31]([O-:33])=[O:32])=[CH:27][CH:26]=2)=[CH:17][CH:16]=[CH:15][CH:14]=3)[CH:6]=[CH:7][C:8]=1[O:9][CH3:10]. Procedure details: To a stirred solution of N-[2-[2-(3,4-dimethoxy-phenyl)-1H-indol-3-yl]ethyl]-2-(4-nitrophenyl)acetamide (90 mg in 3 mL dry tetrahydrofuran) was added 0.79 mL of a 1M solution of borane in tetrahydrofuran and the mixture heated slowly to reflux on an oil bath. After 2 hours the mixture was cooled to room temperature and the excess borane quenched by the careful addition of methanol. The mixture was concentrated to half-volume, treated with N,N-dimethylethanolamine (0.60 mL) and heated to reflux o... Starting materials: BrC=1C(=CC(=NC1)C(=O)OC)C(=O)OC (dimethyl 5-bromo-2,4-pyridinedicarboxylate), C1(=CC=CC=C1)CCCN (phenylpropylamine). The solvent is C1(=CC=CC=C1)C (toluene). Conditions: temperature 120 celsius, time 10 hour. The product is C1(=CC=CC=C1)CCCNC=1C(=CC(=NC1)C(=O)OC)C(=O)OC (dimethyl 5-(3-phenylpropylamino)-pyridine -2,4-dicarboxylate). Reaction SMILES: Br[C:2]1[C:3]([C:12]([O:14][CH3:15])=[O:13])=[CH:4][C:5]([C:8]([O:10][CH3:11])=[O:9])=[N:6][CH:7]=1.[C:16]1([CH2:22][CH2:23][CH2:24][NH2:25])[CH:21]=[CH:20][CH:19]=[CH:18][CH:17]=1>C1(C)C=CC=CC=1>[C:16]1([CH2:22][CH2:23][CH2:24][NH:25][C:2]2[C:3]([C:12]([O:14][CH3:15])=[O:13])=[CH:4][C:5]([C:8]([O:10][CH3:11])=[O:9])=[N:6][CH:7]=2)[CH:21]=[CH:20][CH:19]=[CH:18][CH:17]=1. Reported procedure: 500 mg of dimethyl 5-bromo-pyridine-2,4-dicarboxylate (from Example 3) are dissolved in 10 ml of toluene. 0.26 ml of phenylpropylamine are added dropwise and the mixture is stirred at 120° C. for 10 hours. After cooling, the solvent is evaporated off, the residue is taken up in ethyl acetate and the organic phase is washed with 2 portions each of citric acid, sodium bicarbonate solution and water. After drying over magnesium sulfate, the solvent is evaporated. Chromatography on silica gel gives ...